Task: describe an organic reaction: reactants, conditions, products, and yield. Dataset: the Open Reaction Database (ORD), a public repository of structured organic reaction records Reaction SMILES: [C:1]([CH3:2])([CH3:3])([CH3:4])[Si:5]([O:6][CH2:7][CH2:8][C:9]1([c:33]2[cH:34][cH:35][cH:36][cH:37][cH:38]2)[S:10][C:11]([c:25]2[c:26]([F:32])[cH:27][cH:28][c:29]([F:31])[cH:30]2)=[N:12][N:13]1[C:14](=[S:15])[NH:16][C:17](=[O:18])[c:19]1[cH:20][cH:21][cH:22][cH:23][cH:24]1)([c:39]1[cH:40][cH:41][cH:42][cH:43][cH:44]1)[c:45]1[cH:46][cH:47][cH:48][cH:49][cH:50]1.[CH2:53]1[O:54][CH2:55][CH2:56][CH2:57]1.[NH2:51][NH2:52]>>[C:1]([CH3:2])([CH3:3])([CH3:4])[Si:5]([O:6][CH2:7][CH2:8][C:9]1([c:33]2[cH:34][cH:35][cH:36][cH:37][cH:38]2)[S:10][C:11]([c:25]2[c:26]([F:32])[cH:27][cH:28][c:29]([F:31])[cH:30]2)=[N:12][N:13]1[C:14](=[S:15])[NH2:16])([c:39]1[cH:40][cH:41][cH:42][cH:43][cH:44]1)[c:45]1[cH:46][cH:47][cH:48][cH:49][cH:50]1. Yields the product CC(C)(C)[Si](OCCC1(c2ccccc2)SC(c2cc(F)ccc2F)=NN1C(N)=S)(c1ccccc1)c1ccccc1. Starting materials: CC(C)(C)[Si](OCCC1(c2ccccc2)SC(c2cc(F)ccc2F)=NN1C(=S)NC(=O)c1ccccc1)(c1ccccc1)c1ccccc1, C1CCOC1, NN. Starting materials: COC1=CC=C(C(=O)N(C=2C=C(CNC3=NC=NC4=C(C=CC=C34)C(=O)N)C=CC2)C)C=C1 (4-{3-[(4-Methoxy-benzoyl)-methyl-amino]-benzylamino}-quinazoline-8-carboxylic acid amide), NC=1C=CC(=C(C#N)C1)C (5-Amino-2-methyl-benzonitrile), COC1=CC=C(C(=O)O)C=C1 (4-methoxy-benzoic acid). The product is COC1=CC=C(C(=O)NC=2C=CC(=C(CNC3=NC=NC4=C(C=CC=C34)C(=O)N)C2)C)C=C1 (4-[5-(4-Methoxy-benzoylamino)-2-methyl-benzylamino]-quinazoline-8-carboxylic acid amide). As a reaction SMILES: COC1C=CC(C(N(C)C2C=C(C=CC=2)CN[C:15]2[C:24]3[C:19](=[C:20]([C:25]([NH2:27])=[O:26])[CH:21]=[CH:22][CH:23]=3)[N:18]=[CH:17][N:16]=2)=O)=CC=1.[NH2:34][C:35]1[CH:36]=[CH:37][C:38]([CH3:43])=[C:39]([CH:42]=1)[C:40]#[N:41].[CH3:44][O:45][C:46]1[CH:54]=[CH:53][C:49]([C:50](O)=[O:51])=[CH:48][CH:47]=1>>[CH3:44][O:45][C:46]1[CH:54]=[CH:53][C:49]([C:50]([NH:34][C:35]2[CH:36]=[CH:37][C:38]([CH3:43])=[C:39]([CH:42]=2)[CH2:40][NH:41][C:15]2[C:24]3[C:19](=[C:20]([C:25]([NH2:27])=[O:26])[CH:21]=[CH:22][CH:23]=3)[N:18]=[CH:17][N:16]=2)=[O:51])=[CH:48][CH:47]=1. Procedure details: 4-[5-(4-Methoxy-benzoylamino)-2-methyl-benzylamino]-quinazoline-8-carboxylic acid amide was prepared according to example 4-{3-[(4-Methoxy-benzoyl)-methyl-amino]-benzylamino}-quinazoline-8-carboxylic acid amide, starting from 5-Amino-2-methyl-benzonitrile and 4-methoxy-benzoic acid: Reactants: COC(=O)CCCc1cc(-c2ccccc2OC)on1, [Li+], C1COCCO1, [OH-], O. The product is COc1ccccc1-c1cc(CCCC(=O)O)no1. As a reaction SMILES: [CH3:3][O:4][C:5]([CH2:6][CH2:7][CH2:8][c:9]1[n:10][o:11][c:12](-[c:14]2[c:15]([O:20][CH3:21])[cH:16][cH:17][cH:18][cH:19]2)[cH:13]1)=[O:22].[Li+:2].[O:24]1[CH2:25][CH2:26][O:27][CH2:28][CH2:29]1.[OH-:1].[OH2:23]>>[O:4]=[C:5]([CH2:6][CH2:7][CH2:8][c:9]1[n:10][o:11][c:12](-[c:14]2[c:15]([O:20][CH3:21])[cH:16][cH:17][cH:18][cH:19]2)[cH:13]1)[OH:22]. The reactants are CCC=C (butene-1), ClC(P(=O)(Cl)Cl)(Cl)Cl (trichloromethane phosphonic dichloride), C(Cl)Cl (methylene chloride). The reagents and catalysts are C1=CC=CC=C1C(=O)OOC(C)(C)C (tert. butyl perbenzoate). The product is ClC(CC(CC)Cl)(P(=O)(Cl)Cl)Cl (1.1,3-trichloropentane-1-phosphonic dichloride). Reaction SMILES: [CH3:1][CH2:2][CH:3]=[CH2:4].[Cl:5][C:6]([Cl:12])(Cl)[P:7]([Cl:10])([Cl:9])=[O:8].C(Cl)[Cl:14]>C1C(C(OOC(C)(C)C)=O)=CC=CC=1>[Cl:5][C:6]([Cl:12])([P:7]([Cl:10])([Cl:9])=[O:8])[CH2:4][CH:3]([Cl:14])[CH2:2][CH3:1]. Procedure: 5.6 g (0.1 mole)butene-1, 71 g (0.3 mole) trichloromethane phosphonic dichloride and 0.5 g tert. butyl perbenzoate were heated in 100 ml methylene chloride in a closed ampoule and in the absence of air, during 10 hours at 120°. After cooling, the ampoule was opened and its contents distilled. Unconverted trichloromethane phosphonic dichloride sublimed between 70° and 125° at 25 mm pressure. The continued distillation yielded 10.3 g 1.1,3-trichloropentane-1-phosphonic dichloride, bp/0.05: 64° -66... The reactants are C(C1=CC=CC=C1)OC(=O)N1C[C@@H](N(CC1)C(=O)C1CCN(CC1)C(=O)OC(C)(C)C)C ((S)-1-Benzyloxycarbonyl-4-[1-(tert-butoxycarbonyl)-piperidine-4-carbonyl]-3-methylpiperazine). The reagents and catalysts are [Pd] (Palladium on charcoal). Solvent: C(C)O (ethanol). Product: C(C)(C)(C)OC(=O)N1CCC(CC1)C(=O)N1[C@H](CNCC1)C ((S)-1-[1-(tert-Butoxycarbonyl)-piperidine-4-carbonyl]-2-methylpiperazine). The yield is 97.9%. As a reaction SMILES: C(OC([N:11]1[CH2:16][CH2:15][N:14]([C:17]([CH:19]2[CH2:24][CH2:23][N:22]([C:25]([O:27][C:28]([CH3:31])([CH3:30])[CH3:29])=[O:26])[CH2:21][CH2:20]2)=[O:18])[C@@H:13]([CH3:32])[CH2:12]1)=O)C1C=CC=CC=1>C(O)C.[Pd]>[C:28]([O:27][C:25]([N:22]1[CH2:21][CH2:20][CH:19]([C:17]([N:14]2[CH2:15][CH2:16][NH:11][CH2:12][C@@H:13]2[CH3:32])=[O:18])[CH2:24][CH2:23]1)=[O:26])([CH3:31])([CH3:29])[CH3:30]. Procedure details: (S)-1-Benzyloxycarbonyl-4-[1-(tert-butoxycarbonyl)-piperidine-4-carbonyl]-3-methylpiperazine (D20)(0.38 g) was dissolved in ethanol (10 ml) and hydrogenated at atmospheric pressure over 10% Palladium on charcoal (10% water paste, catalytic quantity). After 16 h the catalyst was removed by filtration and the filtrate was evaporated to give the title compound (D21) as a white powder (0.26 g). Reactants: ClC1=NC=CC=C1OCCOC1OCCCC1 (2-Chloro-3-[2-(tetrahydro-2H-pyran-2-yloxy)ethoxy]pyridine), CNCCO (2-(methylamino)ethanol), CC(C)([O-])C.[K+] (potassium tert-butoxide), C(C)(C)(C)O (tert-butanol). The solvent is C1(=CC=CC=C1)C (toluene). Reaction conditions: time 2 day. Product: CNCCOC1=NC=CC=C1OCCO (2-({2-[2-(Methylamino)ethoxy]pyridin-3-yl}oxy)ethanol). Yield: 14.4%. As a reaction SMILES: Cl[C:2]1[C:7]([O:8][CH2:9][CH2:10][O:11]C2CCCCO2)=[CH:6][CH:5]=[CH:4][N:3]=1.[CH3:18][NH:19][CH2:20][CH2:21][OH:22].CC(C)([O-])C.[K+].C(O)(C)(C)C>C1(C)C=CC=CC=1>[CH3:18][NH:19][CH2:20][CH2:21][O:22][C:2]1[C:7]([O:8][CH2:9][CH2:10][OH:11])=[CH:6][CH:5]=[CH:4][N:3]=1 |f:2.3|. Reported procedure: A solution of 2-chloro-3-[2-(tetrahydro-2H-pyran-2-yloxy)ethoxy]pyridine (from Example 4; 100 mg, 0.39 mmol), 2-(methylamino)ethanol (47 μl, 0.58 mmol) and 1.0 M potassium tert-butoxide in tert-butanol (0.8 mL, 0.80 mmol) in 4 mL of toluene was heated at 100° C. for 1 day. The organic phase was washed with 3×2 mL of 1.0 M NaOH and 1 mL of brine. The organic phase was shaken with 4 mL of 2.0 M acetic acid for 2 days. The aqueous phase was washed with 3×3 mL of ethyl acetate, made basic by additio... The reactants are C1(=CC=CC=C1)C(=O)C=O (phenylglyoxal), NC=1C2=CC=CC=C2C=2C=CC=CC2C1N (9,10-diaminophenanthrene). The solvent is C(C)O (ethanol). Product: C1(=CC=CC=C1)C1=NC2=C3C(=C4C(=C2N=C1)C=CC=C4)C=CC=C3 (2-Phenyldibenzo[f,h]quinoxaline). The yield is 92.0%. Reaction SMILES: [C:1]1([C:7]([CH:9]=O)=O)[CH:6]=[CH:5][CH:4]=[CH:3][CH:2]=1.[NH2:11][C:12]1[C:13]2[C:18]([C:19]3[CH:20]=[CH:21][CH:22]=[CH:23][C:24]=3[C:25]=1[NH2:26])=[CH:17][CH:16]=[CH:15][CH:14]=2>C(O)C>[C:1]1([C:7]2[CH:9]=[N:26][C:25]3[C:12](=[C:13]4[CH:14]=[CH:15][CH:16]=[CH:17][C:18]4=[C:19]4[CH:20]=[CH:21][CH:22]=[CH:23][C:24]4=3)[N:11]=2)[CH:6]=[CH:5][CH:4]=[CH:3][CH:2]=1. Reported procedure: First, 2.16 g of phenylglyoxal and 3.36 g of 9,10-diaminophenanthrene were dissolved in a solvent of 100 mL of dehydrated ethanol under a nitrogen atmosphere. The solution was refluxed for 7 hours to be reacted. The white power precipitated through the reaction was filtered. The residue was washed with ethanol and then ether to give a dibenzo[f,h]quinoxaline derivative, Hdbq-P, which was the target substance (yield: 92%). Synthesis scheme of Step 1 is shown in (a-1) below.